Dataset: the Open Reaction Database (ORD), a public repository of structured organic reaction records. Task: describe an organic reaction: reactants, conditions, products, and yield Reactants: C(C1=CC=CC=C1)N1C(CNCCC(C2=C1C=CC=C2)=C)=O (1-benzyl-7-methylene-2-oxo-2,3,4,5,6,7-hexahydro-1H-1,4-benzodiazonine), CC=1C=C(C=CC1)N=C=O (3-methylphenylisocyanate). The solvent is ClCCl (dichloromethane). Yields the product C(C1=CC=CC=C1)N1C(CN(CCC(C2=C1C=CC=C2)=C)C(NC2=CC(=CC=C2)C)=O)=O (1-benzyl-7-methylene-4-(3-methylphenyl)carbamyl-2-oxo-2,3,4,5,6,7-hexahydro-1H-1,4-benzodiazonine). As a reaction SMILES: [CH2:1]([N:8]1[C:16]2[CH:17]=[CH:18][CH:19]=[CH:20][C:15]=2[C:14](=[CH2:21])[CH2:13][CH2:12][NH:11][CH2:10][C:9]1=[O:22])[C:2]1[CH:7]=[CH:6][CH:5]=[CH:4][CH:3]=1.[CH3:23][C:24]1[CH:25]=[C:26]([N:30]=[C:31]=[O:32])[CH:27]=[CH:28][CH:29]=1>ClCCl>[CH2:1]([N:8]1[C:16]2[CH:17]=[CH:18][CH:19]=[CH:20][C:15]=2[C:14](=[CH2:21])[CH2:13][CH2:12][N:11]([C:31](=[O:32])[NH:30][C:26]2[CH:27]=[CH:28][CH:29]=[C:24]([CH3:23])[CH:25]=2)[CH2:10][C:9]1=[O:22])[C:2]1[CH:3]=[CH:4][CH:5]=[CH:6][CH:7]=1. Procedure details: A solution of 1-benzyl-7-methylene-2-oxo-2,3,4,5,6,7-hexahydro-1H-1,4-benzodiazonine (94 mg, 0.32 mmol) and 3-methylphenylisocyanate (42 μl, 0.33 mmol) was stirred in dichloromethane (2 ml) at room temperature for 3 hours. Evaporation of the solvent and chromatography on silica gel with ethyl acetate-hexane as eluant (1:1) gave the product. (131 mg, 96%). Starting materials: C(C)(=O)NC=1C=CC(=C2C=CC=NC12)S(=O)(=O)CC1=CC(=CC=C1)OC(C)=O (8-Acetamido-5-(m-acetoxybenzylsulfonyl)quinoline), ClC1=CC(=CC=C1)C(=O)OO (m-chloroperbenzoic acid). Conditions: time 3 day. Product: C(C)(=O)NC=1C=CC(=C2C=CC=[N+](C12)[O-])S(=O)(=O)CC1=CC(=CC=C1)OC(C)=O (8-Acetamido-5-(m-acetoxybenzylsulfonyl)quinoline-N-oxide). Reaction SMILES: [C:1]([NH:4][C:5]1[CH:6]=[CH:7][C:8]([S:15]([CH2:18][C:19]2[CH:24]=[CH:23][CH:22]=[C:21]([O:25][C:26](=[O:28])[CH3:27])[CH:20]=2)(=[O:17])=[O:16])=[C:9]2[C:14]=1[N:13]=[CH:12][CH:11]=[CH:10]2)(=[O:3])[CH3:2].ClC1C=CC=C(C(OO)=[O:37])C=1>>[C:1]([NH:4][C:5]1[CH:6]=[CH:7][C:8]([S:15]([CH2:18][C:19]2[CH:24]=[CH:23][CH:22]=[C:21]([O:25][C:26](=[O:28])[CH3:27])[CH:20]=2)(=[O:17])=[O:16])=[C:9]2[C:14]=1[N+:13]([O-:37])=[CH:12][CH:11]=[CH:10]2)(=[O:3])[CH3:2]. Procedure details: 8-Acetamido-5-(m-acetoxybenzylsulfonyl)quinoline (3.98 g, 10 mmole) was dissolved in 30 ml of dichlomethane and treated with m-chloroperbenzoic acid (2.03 g). The solution was stirred for 3 days at room temperature. Some m-chlorobenzoic acid which separated was filtered off and the filtrate concentrated to a syrup. On boiling with 40 ml 2-propanol a pale yellow solid was induced to crystallize. After chilling in an ice bath, the solid was filtered off, washed with 2-propanol and ether, and dried... Reactants: BrB(Br)Br, COc1ccc(-c2ccc3c(c2)c(Cc2ccccc2)c(C)n3Cc2ccccc2)cc1, ClCCl. Product: Cc1c(Cc2ccccc2)c2cc(-c3ccc(O)cc3)ccc2n1Cc1ccccc1. RXN SMILES: [B:33]([Br:34])([Br:35])[Br:36].[CH2:1]([c:2]1[cH:3][cH:4][cH:5][cH:6][cH:7]1)[n:8]1[c:9]([CH3:32])[c:10]([CH2:25][c:26]2[cH:27][cH:28][cH:29][cH:30][cH:31]2)[c:11]2[cH:12][c:13](-[c:17]3[cH:18][cH:19][c:20]([O:23][CH3:24])[cH:21][cH:22]3)[cH:14][cH:15][c:16]12.[Cl:37][CH2:38][Cl:39]>>[CH2:1]([c:2]1[cH:3][cH:4][cH:5][cH:6][cH:7]1)[n:8]1[c:9]([CH3:32])[c:10]([CH2:25][c:26]2[cH:27][cH:28][cH:29][cH:30][cH:31]2)[c:11]2[cH:12][c:13](-[c:17]3[cH:18][cH:19][c:20]([OH:23])[cH:21][cH:22]3)[cH:14][cH:15][c:16]12. Run in CCCCC (pentane), CCCCC (pentane). Yields the product C(C1=CC=CC=C1)OC=1C(=C2CCC(OC2=C(C1C)C)(CC=O)C)C ((±) 6-benzyloxy-2,5,7,8-tetramethylchroman-2-acetaldehyde). Reactants: C(C1=CC=CC=C1)OC=1C(=C2CCC(OC2=C(C1C)C)(CC(=O)OC)C)C ((±)-methyl 6-benzyloxy-2,5,7,8-tetramethylchroman-2-acetate), [H-].C(C(C)C)[Al+]CC(C)C (diisobutylaluminum hydride), [H-].C(C(C)C)[Al+]CC(C)C (Diisobutylaluminum hydride). Conditions: time 1 hour. Procedure details: A solution of 31.17 g. of (±)-methyl 6-benzyloxy-2,5,7,8-tetramethylchroman-2-acetate in 3.11. of pentane was cooled under N2 to -70° Diisobutylaluminum hydride (24.4% in toluene; 87.3 ml.) in 87 ml. of pentane was added over 14 minutes. After 1.0 hour at -70°, another 8.73 ml. of diisobutylaluminum hydride was added and stirring was continued an additional 0.25 hour. The reaction was quenched by the careful addition of 250 ml. of methanol at -70°. The mixture was diluted with 1.01. of ether, wa... RXN SMILES: [CH2:1]([O:8][C:9]1[C:10]([CH3:27])=[C:11]2[C:16](=[C:17]([CH3:20])[C:18]=1[CH3:19])[O:15][C:14]([CH3:26])([CH2:21][C:22](OC)=[O:23])[CH2:13][CH2:12]2)[C:2]1[CH:7]=[CH:6][CH:5]=[CH:4][CH:3]=1.[H-].C([Al+]CC(C)C)C(C)C>CCCCC>[CH2:1]([O:8][C:9]1[C:10]([CH3:27])=[C:11]2[C:16](=[C:17]([CH3:20])[C:18]=1[CH3:19])[O:15][C:14]([CH3:26])([CH2:21][CH:22]=[O:23])[CH2:13][CH2:12]2)[C:2]1[CH:7]=[CH:6][CH:5]=[CH:4][CH:3]=1 |f:1.2|. Starting materials: C(C1=CC=CC=C1)O[C@H]1C(O[C@@H]([C@H]([C@@H]1OCC1=CC=CC=C1)OCC1=CC=CC=C1)COCC1=CC=CC=C1)C1=CC(=C(C=2CCOC21)Cl)CO ((7-((3S,4R,5R,6R)-3,4,5-Tris(benzyloxy)-6-(benzyloxymethyl)-tetrahydro-2H-pyran-2-yl)-4-chloro-2,3-dihydrobenzofuran-5-yl)methanol), N1=CC=CC=C1 (pyridine), P(Br)(Br)Br (phosphorus tribromide). The solvent is CCOCC (Et2O). Conditions: time 20 hour. The product is C(C1=CC=CC=C1)O[C@H]1C(O[C@@H]([C@H]([C@@H]1OCC1=CC=CC=C1)OCC1=CC=CC=C1)COCC1=CC=CC=C1)C1=CC(=C(C=2CCOC21)Cl)CBr (7-((3S,4R,5R,6R)-3,4,5-Tris(benzyloxy)-6-(benzyloxymethyl)-tetrahydro-2H-pyran-2-yl)-5-(bromomethyl)-4-chloro-2,3-dihydrobenzofuran). The yield is 212.3%. RXN SMILES: [CH2:1]([O:8][C@@H:9]1[C@@H:14]([O:15][CH2:16][C:17]2[CH:22]=[CH:21][CH:20]=[CH:19][CH:18]=2)[C@H:13]([O:23][CH2:24][C:25]2[CH:30]=[CH:29][CH:28]=[CH:27][CH:26]=2)[C@@H:12]([CH2:31][O:32][CH2:33][C:34]2[CH:39]=[CH:38][CH:37]=[CH:36][CH:35]=2)[O:11][CH:10]1[C:40]1[C:48]2[O:47][CH2:46][CH2:45][C:44]=2[C:43]([Cl:49])=[C:42]([CH2:50]O)[CH:41]=1)[C:2]1[CH:7]=[CH:6][CH:5]=[CH:4][CH:3]=1.N1C=CC=CC=1.P(Br)(Br)[Br:59]>CCOCC>[CH2:1]([O:8][C@@H:9]1[C@@H:14]([O:15][CH2:16][C:17]2[CH:22]=[CH:21][CH:20]=[CH:19][CH:18]=2)[C@H:13]([O:23][CH2:24][C:25]2[CH:30]=[CH:29][CH:28]=[CH:27][CH:26]=2)[C@@H:12]([CH2:31][O:32][CH2:33][C:34]2[CH:39]=[CH:38][CH:37]=[CH:36][CH:35]=2)[O:11][CH:10]1[C:40]1[C:48]2[O:47][CH2:46][CH2:45][C:44]=2[C:43]([Cl:49])=[C:42]([CH2:50][Br:59])[CH:41]=1)[C:2]1[CH:7]=[CH:6][CH:5]=[CH:4][CH:3]=1. Procedure details: To a solution of compound 48 (578 mg, 0.81 mmol) in Et2O (14 mL) was added pyridine (0.007 mL, cat.) and phosphorus tribromide (0.038 mL, 0.40 mmol) at 0° C. under an atmosphere of nitrogen. After being stirred for 20 hours at room temperature, the mixture was partitioned between EtOAc and water. The organic layer was washed with brine, dried over MgSO4, filtered and concentrated in vacuo to provide the crude product 49 (654 mg) as yellow oil. Reactants: SC1=NC2=CC=CC=C2C(N1C)=O (2-mercapto-3-methyl-4(3H)-quinazolinone), [OH-].[Na+] (sodium hydroxide), CN(C)C=O (DMF), FC1=CC=C(C(=O)C2=CC=C(CBr)C=C2)C=C1 (4-(4-fluorobenzoyl)benzyl bromide). The solvent is C(C)O (ethanol), O (water). Run at time 1 hour. Product: FC1=CC=C(C(=O)C2=CC=C(CSC3=NC4=CC=CC=C4C(N3C)=O)C=C2)C=C1 (2-[4-(4-Fluorobenzoyl)benzyl]thio-3-methyl-4(3H)-quinazolinone). Isolated yield 87.9%. RXN SMILES: [SH:1][C:2]1[N:11]([CH3:12])[C:10](=[O:13])[C:9]2[C:4](=[CH:5][CH:6]=[CH:7][CH:8]=2)[N:3]=1.[OH-].[Na+].CN(C=O)C.[F:21][C:22]1[CH:37]=[CH:36][C:25]([C:26]([C:28]2[CH:35]=[CH:34][C:31]([CH2:32]Br)=[CH:30][CH:29]=2)=[O:27])=[CH:24][CH:23]=1>C(O)C.O>[F:21][C:22]1[CH:23]=[CH:24][C:25]([C:26]([C:28]2[CH:35]=[CH:34][C:31]([CH2:32][S:1][C:2]3[N:11]([CH3:12])[C:10](=[O:13])[C:9]4[C:4](=[CH:5][CH:6]=[CH:7][CH:8]=4)[N:3]=3)=[CH:30][CH:29]=2)=[O:27])=[CH:36][CH:37]=1 |f:1.2|. Procedure details: To a solution of 2-mercapto-3-methyl-4(3H)-quinazolinone (1.0 g) and sodium hydroxide (250 mg) in 50% ethanol (15 ml)-DMF (15 ml) was added 4-(4-fluorobenzoyl)benzyl bromide (1.55 g) and the mixture was stirred at room temperature for 1 hour. This reaction mixtrue was poured in water and the resulting crystals were collected by filtration, rinsed with water and methanol, and recrystallized from methanol to provide the title compound as colorless solid (1.85 g). 1H-NMR (CDCl3) δ: 3.61(3H,s), 4.62... Reactants: N#CCOC(=O)c1ccc(C(c2ccccc2)(c2ccccc2)c2ccccc2)cn1, CCNCC, O. Yields the product CCN(CC)C(=O)c1ccc(C(c2ccccc2)(c2ccccc2)c2ccccc2)cn1. As a reaction SMILES: [C:1]([CH2:2][O:4][C:5](=[O:3])[c:6]1[cH:7][cH:8][c:9]([C:12]([c:13]2[cH:14][cH:15][cH:16][cH:17][cH:18]2)([c:19]2[cH:20][cH:21][cH:22][cH:23][cH:24]2)[c:25]2[cH:26][cH:27][cH:28][cH:29][cH:30]2)[cH:10][n:11]1)#[N:31].[CH2:32]([CH3:33])[NH:34][CH2:35][CH3:36].[OH2:37]>>[O:4]=[C:5]([c:6]1[cH:7][cH:8][c:9]([C:12]([c:13]2[cH:14][cH:15][cH:16][cH:17][cH:18]2)([c:19]2[cH:20][cH:21][cH:22][cH:23][cH:24]2)[c:25]2[cH:26][cH:27][cH:28][cH:29][cH:30]2)[cH:10][n:11]1)[N:34]([CH2:32][CH3:33])[CH2:35][CH3:36].